This data is from the Open Reaction Database (ORD), a public repository of structured organic reaction records. The task is: describe an organic reaction: reactants, conditions, products, and yield Starting materials: C(=O)(C(F)(F)F)O (TFA), [Zn](CC)CC (Et2Zn), C(I)I (CH2I2), FC=1C=C(C#N)C=CC1C1CC(C=2N1C=NC2)=C (3-fluoro-4-(7-methylene-6,7-dihydro-5H-pyrrolo[1,2-c]imidazol-5-yl)benzonitrile). The solvent is C(Cl)Cl (CH2Cl2), C(Cl)Cl (CH2Cl2), C(Cl)Cl (CH2Cl2). Reaction conditions: time 2 hour. Yields the product FC1=C(C=CC(=C1)C#N)C1CC2(C=3N1C=NC3)CC2 (5′-[2-fluoro-4-cyano-phenyl]-5′,6′-dihydrospiro[cyclopropane-1,7′-pyrrolo[1,2-c]imidazole]). RXN SMILES: [C:1](O)(C(F)(F)F)=O.[Zn](CC)CC.C(I)I.[F:16][C:17]1[CH:18]=[C:19]([CH:22]=[CH:23][C:24]=1[CH:25]1[N:29]2[CH:30]=[N:31][CH:32]=[C:28]2[C:27](=[CH2:33])[CH2:26]1)[C:20]#[N:21]>C(Cl)Cl>[F:16][C:17]1[CH:18]=[C:19]([C:20]#[N:21])[CH:22]=[CH:23][C:24]=1[CH:25]1[N:29]2[CH:30]=[N:31][CH:32]=[C:28]2[C:27]2([CH2:1][CH2:33]2)[CH2:26]1. Procedure: A solution of TFA (0.234 mL, 3 mmol) in 0.6 mL of dry CH2Cl2 is added dropwise to a solution of Et2Zn (1M in Hexanes, 3.06 mL, 3.06 mmol) at 0° C. The resulting suspension is subsequently treated with a solution of CH2I2 (0.246 mL, 3.06 mmol) in CH2Cl2 (0.4 mL). After 2 h at 0° C., a solution of 3-fluoro-4-(7-methylene-6,7-dihydro-5H-pyrrolo[1,2-c]imidazol-5-yl)benzonitrile (333.8 mg, 1.392 mmol) in CH2Cl2 is added. After overnight, the reaction is quenched with saturated NaHCO3 solution, and ex... The reactants are F[B-](F)(F)F, CCNCc1ccccc1, Cl, O=C(O)c1cc(Nc2ccc3c(c2)CC2(C3)C(=O)Nc3ncccc32)ncn1, CN(C)C=O, CN(C)C(On1nnc2ccccc21)=[N+](C)C. Product: CCN(Cc1ccccc1)C(=O)c1cc(Nc2ccc3c(c2)CC2(C3)C(=O)Nc3ncccc32)ncn1. Reaction SMILES: [B-:40]([F:41])([F:42])([F:43])[F:44].[CH2:30]([c:31]1[cH:32][cH:33][cH:34][cH:35][cH:36]1)[NH:37][CH2:38][CH3:39].[ClH:1].[O:2]=[C:3]1[NH:4][c:5]2[n:6][cH:7][cH:8][cH:9][c:10]2[C:11]12[CH2:12][c:13]1[cH:14][cH:15][c:16]([NH:20][c:21]3[cH:22][c:23]([C:27](=[O:28])[OH:29])[n:24][cH:25][n:26]3)[cH:17][c:18]1[CH2:19]2.[O:62]=[CH:63][N:64]([CH3:65])[CH3:66].[n:45]1([O:46][C:47]([N:48]([CH3:49])[CH3:50])=[N+:51]([CH3:52])[CH3:53])[c:54]2[cH:55][cH:56][cH:57][cH:58][c:59]2[n:60][n:61]1>>[O:2]=[C:3]1[NH:4][c:5]2[n:6][cH:7][cH:8][cH:9][c:10]2[C:11]12[CH2:12][c:13]1[cH:14][cH:15][c:16]([NH:20][c:21]3[cH:22][c:23]([C:27](=[O:29])[N:37]([CH2:30][c:31]4[cH:32][cH:33][cH:34][cH:35][cH:36]4)[CH2:38][CH3:39])[n:24][cH:25][n:26]3)[cH:17][c:18]1[CH2:19]2. Reactants: [N+](=O)([O-])C1=CC=C(CNC(C(=O)N)C(=O)N)C=C1 (α-(4-nitrobenzyl)aminomalonamide), C(OCC)(OCC)OCC (triethyl orthoformate). Reagents/catalysts: O.C1(=CC=C(C=C1)S(=O)(=O)O)C (p-toluenesulfonic acid monohydrate). The solvent is C(C)O (ethanol). Reaction conditions: time 3 hour. Yields the product C(N)(=O)C1=C(NC=[N+]1CC1=CC=C(C=C1)[N+](=O)[O-])[O-] (5-carbamoyl-1-(4-nitrobenzyl)imidazolium-4-olate). Yield: 96.8%. Reaction SMILES: [N+:1]([C:4]1[CH:18]=[CH:17][C:7]([CH2:8][NH:9][CH:10]([C:14]([NH2:16])=[O:15])[C:11]([NH2:13])=[O:12])=[CH:6][CH:5]=1)([O-:3])=[O:2].[CH:19](OCC)(OCC)OCC>C(O)C.O.C1(C)C=CC(S(O)(=O)=O)=CC=1>[C:14]([C:10]1[N+:9]([CH2:8][C:7]2[CH:6]=[CH:5][C:4]([N+:1]([O-:3])=[O:2])=[CH:18][CH:17]=2)=[CH:19][NH:13][C:11]=1[O-:12])(=[O:15])[NH2:16] |f:3.4|. Procedure details: To a solution of 41.60 g of p-nitrobenzylamine in 660 ml of dry ethanol was added 49.34 g of α-bromomalonamide and 38.2 ml of triethylamine. After being stirred for two hours under refluxing, the reaction mixture was cooled to room temperature. And then separated crystals were filtered off, washed with ethanol and isopropyl ether, and dried to give 53.36 g of α-(4-nitrobenzyl)aminomalonamide. And a mixture of 50.45 g of α-(4-nitrobenzyl)aminomalonamide, 177.8 g of triethyl orthoformate and 0.76 ... Reactants: CCN(CC)CCO, CCOC(=O)c1cc([N+](=O)[O-])ccc1F, [H-], [Na+], CN(C)C=O, O. The product is CCOC(=O)c1cc([N+](=O)[O-])ccc1OCCN(CC)CC. As a reaction SMILES: [CH2:16]([CH3:17])[N:18]([CH2:19][CH2:20][OH:21])[CH2:22][CH3:23].[F:1][c:2]1[c:3]([C:4](=[O:5])[O:6][CH2:7][CH3:8])[cH:9][c:10]([N+:13](=[O:14])[O-:15])[cH:11][cH:12]1.[H-:24].[Na+:25].[O:27]=[CH:28][N:29]([CH3:30])[CH3:31].[OH2:26]>>[c:2]1([O:21][CH2:20][CH2:19][N:18]([CH2:16][CH3:17])[CH2:22][CH3:23])[c:3]([C:4](=[O:5])[O:6][CH2:7][CH3:8])[cH:9][c:10]([N+:13](=[O:14])[O-:15])[cH:11][cH:12]1. Starting materials: CC#N, N#Cc1cc(Cl)cc(Oc2c([N+](=O)[O-])ccc(CC(=O)O)c2F)c1. Product: Cc1ccc([N+](=O)[O-])c(Oc2cc(Cl)cc(C#N)c2)c1F. As a reaction SMILES: [CH3:25][C:26]#[N:27].[Cl:1][c:2]1[cH:3][c:4]([O:10][c:11]2[c:12]([F:24])[c:13]([CH2:20][C:21]([OH:22])=[O:23])[cH:14][cH:15][c:16]2[N+:17](=[O:18])[O-:19])[cH:5][c:6]([C:8]#[N:9])[cH:7]1>>[Cl:1][c:2]1[cH:3][c:4]([O:10][c:11]2[c:12]([F:24])[c:13]([CH3:20])[cH:14][cH:15][c:16]2[N+:17](=[O:18])[O-:19])[cH:5][c:6]([C:8]#[N:9])[cH:7]1.